Dataset: the Open Reaction Database (ORD), a public repository of structured organic reaction records. Task: describe an organic reaction: reactants, conditions, products, and yield Starting materials: COC1=C2CCC(C2=CC=C1)(O)C1=CC=CC=C1 (4-methoxy-1-phenyl-indan-1-ol), O.C1(=CC=C(C=C1)S(=O)(=O)O)C (p-toluenesulfonic acid monohydrate). The solvent is C1(=CC=CC=C1)C (toluene). The product is C1(=CC=CC=C1)C1C=CC2=C(C=CC=C12)OC (1-phenyl-4-methoxy-indene). The yield is 66.7%. As a reaction SMILES: [CH3:1][O:2][C:3]1[CH:11]=[CH:10][CH:9]=[C:8]2[C:4]=1[CH2:5][CH2:6][C:7]2([C:13]1[CH:18]=[CH:17][CH:16]=[CH:15][CH:14]=1)O.O.C1(C)C=CC(S(O)(=O)=O)=CC=1>C1(C)C=CC=CC=1>[C:13]1([CH:7]2[C:8]3[C:4](=[C:3]([O:2][CH3:1])[CH:11]=[CH:10][CH:9]=3)[CH:5]=[CH:6]2)[CH:14]=[CH:15][CH:16]=[CH:17][CH:18]=1 |f:1.2|. Procedure: To 1 L of toluene was added 14 g (0.058 mol) of 4-methoxy-1-phenyl-indan-1-ol and 100 mg of p-toluenesulfonic acid monohydrate and the solvent was distilled in vacuo (40 mm) until an oily residue was obtained. The oil was chromatographed (silica, 1:1 hexane/methylene chloride followed by ether) to afford 8.6 g (60.2 %) of 1-phenyl-4-methoxy-indene as a pale red oil. The reactants are [Li]C(Cl)Cl (LiCHCl2), C1(=CC=CC=C1)CB(O)O.C12(C(CCC(C1(C)C)C2)(C)O)O ((+)-Pinanediol phenylmethaneboronate), C1CCOC1 (THF), C(CCC)[Li] (n-Butyllithium), ClCCl (dichloromethane), C1CCOC1 (THF), C(CCC)[Li] (butyllithium). Conditions: time 30 minute. The product is Cl[C@H](CC1=CC=CC=C1)B(O)OC12C(CCC(C1(C)C)C2)(C)O ((+)-pinanediol (1S)-1-chloro-2-phenylethaneboronate). RXN SMILES: [CH2:1]([Li])[CH2:2][CH2:3][CH3:4].ClCCl.[Li]C(Cl)[Cl:11].C1(C[B:20]([OH:22])O)C=CC=CC=1.[C:23]12([OH:34])[CH2:31][CH:27]([C:28]1([CH3:30])[CH3:29])[CH2:26][CH2:25][C:24]2([OH:33])[CH3:32].[CH2:35]1[CH2:39]O[CH2:37][CH2:36]1>>[Cl:11][C@@H:4]([B:20]([O:34][C:23]12[CH2:31][CH:27]([C:28]1([CH3:30])[CH3:29])[CH2:26][CH2:25][C:24]2([OH:33])[CH3:32])[OH:22])[CH2:3][C:2]1[CH:1]=[CH:39][CH:35]=[CH:36][CH:37]=1 |f:3.4|. Reported procedure: n-Butyllithium (2.5 M soln in hexane, 1.78 mL, 4.44 mmol) was added dropwise to a stirred solution of dichloromethane (0.36 mL, 5.55 mmol) in THF (8 mL) at −100° C. under argon atmosphere; at the end of the butyllithium addition, a white microcrystalline precipitate (LiCHCl2) became evident. After 30 min, a solution of 13a (1.00 g, 3.70 mmol) in THF (8 mL) was slowly added at the same temperature. The white precipitate disappeared and the mixture allowed to gradually reach room temperature overn... Reaction SMILES: [O:1]([C:8]1[CH:32]=[CH:31][C:11]([O:12][C:13]2[S:14][C:15]([Sn](CCCC)(CCCC)CCCC)=[CH:16][N:17]=2)=[CH:10][CH:9]=1)[C:2]1[CH:7]=CC=C[CH:3]=1.Br[C:34]1[S:38][C:37]([C:39](=[O:41])[CH3:40])=[CH:36][CH:35]=1>CN(C)C=O.Cl[Pd](Cl)([P](C1C=CC=CC=1)(C1C=CC=CC=1)C1C=CC=CC=1)[P](C1C=CC=CC=1)(C1C=CC=CC=1)C1C=CC=CC=1>[CH:2]([O:1][C:8]1[CH:9]=[CH:10][C:11]([O:12][C:13]2[S:14][C:15]([C:34]3[S:38][C:37]([C:39](=[O:41])[CH3:40])=[CH:36][CH:35]=3)=[CH:16][N:17]=2)=[CH:31][CH:32]=1)([CH3:3])[CH3:7] |^1:49,68|. Yield: 84.8%. Conditions: temperature 60 celsius. Product: C(C)(C)OC1=CC=C(OC=2SC(=CN2)C2=CC=C(S2)C(C)=O)C=C1 (1-{5-[2-(4-isopropoxyphenoxy)-1,3-thiazol-5-yl]thien-2-yl}ethanone). Run in CN(C=O)C (N,N-dimethyl formamide). The reactants are O(C1=CC=CC=C1)C1=CC=C(OC=2SC(=CN2)[Sn](CCCC)(CCCC)CCCC)C=C1 (2-(4-phenoxyphenoxy)-5-(tributylstannyl)-1,3-thiazole), BrC1=CC=C(S1)C(C)=O (1-(5-bromothiophen-2-yl)ethanone). Procedure details: To a degassed solution of Example 2A (550 mg, 1.05 mmol) in N,N-dimethyl formamide (10 mL) at room temperature, was added 1-(5-bromothiophen-2-yl)ethanone (269 mg, 1.31 mmol) followed by dichlorobis(triphenylphosphine)palladium(II) (45 mg, 0.064 mmol). The reaction mixture was heated at 60° C. overnight. The solvent was evaporated under vacuum and the product was purified via silica gel column chromatography using a gradient of 15 to 35% ethyl acetate in hexane to give the desired compound (320 ... The reagents and catalysts are Cl[Pd]([P](C1=CC=CC=C1)(C2=CC=CC=C2)C3=CC=CC=C3)([P](C4=CC=CC=C4)(C5=CC=CC=C5)C6=CC=CC=C6)Cl (dichlorobis(triphenylphosphine)palladium(II)).